Dataset: the Open Reaction Database (ORD), a public repository of structured organic reaction records. Task: describe an organic reaction: reactants, conditions, products, and yield The reactants are C1(=CC=CC2=CC=CC=C12)C(=O)[O-] (naphthalenecarboxylate), [OH-].[Na+] (NaOH), C1CCOC1 (THF). Solvent: O (water). The product is C(C)(C)OC=1C=C(C2=CC=CC=C2C1)C(=O)O (3-(Isopropoxy)-1-naphthalenecarboxylic acid). Yield: 94.0%. As a reaction SMILES: [C:1]1([C:11]([O-:13])=[O:12])[C:10]2[C:5](=[CH:6][CH:7]=[CH:8][CH:9]=2)[CH:4]=[CH:3][CH:2]=1.[OH-:14].[Na+].[CH2:16]1[CH2:20]OC[CH2:17]1>O>[CH:16]([O:14][C:3]1[CH:2]=[C:1]([C:11]([OH:13])=[O:12])[C:10]2[C:5]([CH:4]=1)=[CH:6][CH:7]=[CH:8][CH:9]=2)([CH3:20])[CH3:17] |f:1.2|. Reported procedure: A solution of methyl 3-isopropoxy)-naphthalenecarboxylate (0.60 g, 2.46 mmol) in THF (30 mL), water (12 mL) and 1N NaOH (5.16 mL, 5.16 mmol) was stirred for 21 h at room temperature. The THF was removed in vacuo and the aqueous solution acidified to pH 1 with 1N HCl. The resulting precipitate was extracted with EtOAc, dried (MgSO4), filtered and concentrated to yield title acid as a white solid (0.53 g, 94% yield). 1H NMR (DMSO-d6) δ 13.22 (s, 1H), 8.71 (d, 1H), 7.90 (d, 1H), 7.68 (d, 1H), 7.60 ... The reactants are N#Cc1nc(-c2c(F)cccc2F)oc1Br, CC(=O)[O-], CC(=O)[O-], CCOC(C)=O, Nc1ccc(N2CCOCC2)cc1, CN(C)C=O, [Pd+2]. The product is N#Cc1nc(-c2c(F)cccc2F)oc1Nc1ccc(N2CCOCC2)cc1. As a reaction SMILES: [Br:1][c:2]1[c:3]([C:15]#[N:16])[n:4][c:5](-[c:7]2[c:8]([F:14])[cH:9][cH:10][cH:11][c:12]2[F:13])[o:6]1.[C:41]([O-:42])(=[O:43])[CH3:44].[C:46]([O-:47])(=[O:48])[CH3:49].[CH3:35][CH2:36][O:37][C:38]([CH3:39])=[O:40].[O:17]1[CH2:18][CH2:19][N:20]([c:23]2[cH:24][cH:25][c:26]([NH2:27])[cH:28][cH:29]2)[CH2:21][CH2:22]1.[O:30]=[CH:31][N:32]([CH3:33])[CH3:34].[Pd+2:45]>>[c:2]1([NH:27][c:26]2[cH:25][cH:24][c:23]([N:20]3[CH2:19][CH2:18][O:17][CH2:22][CH2:21]3)[cH:29][cH:28]2)[c:3]([C:15]#[N:16])[n:4][c:5](-[c:7]2[c:8]([F:14])[cH:9][cH:10][cH:11][c:12]2[F:13])[o:6]1. Reactants: BrCC(=O)C1=CC(=C(C=C1)O)COC (2-bromo-1-[4-hydroxy-3-(methoxymethyl)phenyl]ethanone), Br.C1(=CC=CC=C1)CCCOCCCCCCNCC1=CC=CC=C1 (N-[6-(3-phenylpropoxy)hexyl]benzenemethanamine hydrobromide). Run in ClCCl (dichloromethane). The product is OC1=C(C=C(C=C1)C(O)CN(CCCCCCOCCCC1=CC=CC=C1)CC1=CC=CC=C1)COC (4-Hydroxy-3-(methoxymethyl)-α-[[(phenylmethyl)[6-(3-phenylpropoxy)hexyl]amino]methyl]benzenemethanol). Yield: 18.3%. Reaction SMILES: Br[CH2:2][C:3]([C:5]1[CH:10]=[CH:9][C:8]([OH:11])=[C:7]([CH2:12][O:13][CH3:14])[CH:6]=1)=[O:4].Br.[C:16]1([CH2:22][CH2:23][CH2:24][O:25][CH2:26][CH2:27][CH2:28][CH2:29][CH2:30][CH2:31][NH:32][CH2:33][C:34]2[CH:39]=[CH:38][CH:37]=[CH:36][CH:35]=2)[CH:21]=[CH:20][CH:19]=[CH:18][CH:17]=1>ClCCl>[OH:11][C:8]1[CH:9]=[CH:10][C:5]([CH:3]([CH2:2][N:32]([CH2:33][C:34]2[CH:39]=[CH:38][CH:37]=[CH:36][CH:35]=2)[CH2:31][CH2:30][CH2:29][CH2:28][CH2:27][CH2:26][O:25][CH2:24][CH2:23][CH2:22][C:16]2[CH:21]=[CH:20][CH:19]=[CH:18][CH:17]=2)[OH:4])=[CH:6][C:7]=1[CH2:12][O:13][CH3:14] |f:1.2|. Procedure details: A solution of 2-bromo-1-[4-hydroxy-3-(methoxymethyl)phenyl]ethanone (700 mg), N-[6-(3-phenylpropoxy)hexyl]benzenemethanamine hydrobromide (1.1 g) and DEA (0.95 ml) in dichloromethane (10 ml) was kept at room temperature overnight. ER (50 ml) was added and the suspension was washed twice with water, brine, dried and concentrated to an oil which was dissolved in ethanol (20 ml) and treated with sodium (400 mg). The solution was stirred and refluxed refluxed overnight, water (30 ml) was added and t... RXN SMILES: [Cl:1][C:2]1[CH:7]=[C:6]([N+:8]([O-:10])=[O:9])[CH:5]=[C:4](Cl)[CH:3]=1.[OH-:12].[K+].C(P(C(C)(C)C)C1(C(C)C)CC(C(C)C)=CC(C(C)C)=C1C1C=CC=CC=1)(C)(C)C.Cl>O.C(OCC)(=O)C.C1C=CC(/C=C/C(/C=C/C2C=CC=CC=2)=O)=CC=1.C1C=CC(/C=C/C(/C=C/C2C=CC=CC=2)=O)=CC=1.C1C=CC(/C=C/C(/C=C/C2C=CC=CC=2)=O)=CC=1.[Pd].[Pd].O.O1CCOCC1>[Cl:1][C:2]1[CH:3]=[C:4]([OH:12])[CH:5]=[C:6]([N+:8]([O-:10])=[O:9])[CH:7]=1 |f:1.2,5.6,7.8.9.10.11|. The reagents and catalysts are C=1C=CC(=CC1)/C=C/C(=O)/C=C/C2=CC=CC=C2.C=1C=CC(=CC1)/C=C/C(=O)/C=C/C2=CC=CC=C2.C=1C=CC(=CC1)/C=C/C(=O)/C=C/C2=CC=CC=C2.[Pd].[Pd] (tris(dibenzylideneacetone)dipalladium(0)). Product: ClC=1C=C(C=C(C1)[N+](=O)[O-])O (3-Chloro-5-nitrophenol). The solvent is O (water), O1CCOCC1 (dioxane), O.C(C)(=O)OCC (water ethyl acetate). Procedure details: To a mixture of 1,3-dichloro-5-nitrobenzene (5.00 g, 26.0 mmol), potassium hydroxide (3.44 g, 52.1 mmol), tris(dibenzylideneacetone)dipalladium(0) (539 mg, 0.52 mmol), and 2-(di-tert-butylphosphino)-2,4,6-triisopropylbiphenyl (885 mg, 2.08 mmol) was added a degassed mixture of dioxane (25 mL) and water (15 mL). The mixture was heated for 30 min to 80° C., then diluted with water/ethyl acetate and acidified with diluted hydrochloric acid. The mixture was extracted three times with ethyl acetate. ... Starting materials: Cl (hydrochloric acid), ClC1=CC(=CC(=C1)[N+](=O)[O-])Cl (1,3-dichloro-5-nitrobenzene), [OH-].[K+] (potassium hydroxide), C(C)(C)(C)P(C1(C(=C(C=C(C1)C(C)C)C(C)C)C1=CC=CC=C1)C(C)C)C(C)(C)C (2-(di-tert-butylphosphino)-2,4,6-triisopropylbiphenyl). Isolated yield 67.8%. Reactants: CCOC(=O)C1CCc2cc(OC)ccc2C1=O, CO. Product: CCOC(=O)C1CCc2cc(OC)ccc2C1. As a reaction SMILES: [CH2:1]([CH3:2])[O:3][C:4](=[O:5])[CH:6]1[C:7](=[O:18])[c:8]2[cH:9][cH:10][c:11]([O:16][CH3:17])[cH:12][c:13]2[CH2:14][CH2:15]1.[CH3:19][OH:20]>>[CH2:1]([CH3:2])[O:3][C:4](=[O:5])[CH:6]1[CH2:7][c:8]2[cH:9][cH:10][c:11]([O:16][CH3:17])[cH:12][c:13]2[CH2:14][CH2:15]1. Starting materials: FC1=C(C=CC(=C1)[N+](=O)[O-])C(C(=O)OC)(C(=O)OC)C (dimethyl 2-(2-fluoro-4-nitrophenyl)-2-methylmalonate), [BH4-].[Na+] (NaBH4). The solvent is O (water), CO (methanol). Reaction conditions: time 16 hour. Product: FC1=C(C=CC(=C1)[N+](=O)[O-])C(CO)(CO)C (2-(2-fluoro-4-nitrophenyl)-2-methylpropane-1,3-diol). The yield is 49.9%. RXN SMILES: [F:1][C:2]1[CH:7]=[C:6]([N+:8]([O-:10])=[O:9])[CH:5]=[CH:4][C:3]=1[C:11]([CH3:20])([C:16](OC)=[O:17])[C:12](OC)=[O:13].[BH4-].[Na+]>CO.O>[F:1][C:2]1[CH:7]=[C:6]([N+:8]([O-:10])=[O:9])[CH:5]=[CH:4][C:3]=1[C:11]([CH3:20])([CH2:16][OH:17])[CH2:12][OH:13] |f:1.2|. Procedure details: To a stirred solution of dimethyl 2-(2-fluoro-4-nitrophenyl)-2-methylmalonate (1.0 g, 3.50 mmol, 1.0 eq) in methanol (20 mL) was added NaBH4 (0.67 gm, 17.63 mmol, 5.0 eq) at 0° C. and stirred at RT for 16 h. The mixture was diluted with water (20 mL), extracted with ethyl acetate (20 mL). The organic layer was washed with brine, dried over anhydrous Na2SO4, and the solvent was vaporated under reduced pressure. The crude product obtained was purified by CC using EtOAc/PE (2:3) to get 2-(2-fluoro-... The reactants are BrC=1C=CC(=NC1)C#N (5-bromopyridine-2-carbonitrile), N1(CCNCC1)C(=O)OC(C)(C)C (tert-butyl piperazine-1-carboxylate), C([O-])([O-])=O.[K+].[K+] (potassium carbonate), C(C)(=O)OCC (Ethyl acetate). Solvent: CN(C=O)C (dimethylformamide). Reaction conditions: temperature 120 celsius, time 63 hour. Yields the product C(#N)C1=CC=C(C=N1)N1CCN(CC1)C(=O)OC(C)(C)C (tert-butyl 4-(6-cyanopyridin-3-yl)piperazine-1-carboxylate). Yield: 74.0%. Reaction SMILES: Br[C:2]1[CH:3]=[CH:4][C:5]([C:8]#[N:9])=[N:6][CH:7]=1.[N:10]1([C:16]([O:18][C:19]([CH3:22])([CH3:21])[CH3:20])=[O:17])[CH2:15][CH2:14][NH:13][CH2:12][CH2:11]1.C(=O)([O-])[O-].[K+].[K+].C(OCC)(=O)C>CN(C)C=O>[C:8]([C:5]1[N:6]=[CH:7][C:2]([N:13]2[CH2:12][CH2:11][N:10]([C:16]([O:18][C:19]([CH3:22])([CH3:21])[CH3:20])=[O:17])[CH2:15][CH2:14]2)=[CH:3][CH:4]=1)#[N:9] |f:2.3.4|. Procedure details: To a solution of 5-bromopyridine-2-carbonitrile (551.3 mg, 3.012 mmol) in anhydrous dimethylformamide (6.0 ml) were added tert-butyl piperazine-1-carboxylate (670.6 mg, 3.601 mmol) and potassium carbonate (829.0 mg, 5.998 mmol). The mixture was stirred at 120° C. for 63 hrs and cooled to room temperature. Ethyl acetate (30 ml) was added, and the precipitate was collected by filtration. Water (30 ml) was added to the filtrate, and the precipitated solid was collected by filtration and dried under...